The task is: describe an organic reaction: reactants, conditions, products, and yield. This data is from the Open Reaction Database (ORD), a public repository of structured organic reaction records. Starting materials: Brc1ncccn1, CC(C)(C)OC(=O)N1CC=C(c2ccc(Br)cc2)CC1, O=C([O-])[O-], CC(=O)[O-], CCOC(C)=O, CS(C)=O, [K+], [K+], [K+], O. Product: CC(C)(C)OC(=O)N1CC=C(c2ccc(-c3ncccn3)cc2)CC1. As a reaction SMILES: [Br:32][c:33]1[n:34][cH:35][cH:36][cH:37][n:38]1.[C:1]([CH3:2])([CH3:3])([CH3:4])[O:5][C:6](=[O:7])[N:8]1[CH2:9][CH2:10][C:11]([c:14]2[cH:15][cH:16][c:17]([Br:20])[cH:18][cH:19]2)=[CH:12][CH2:13]1.[C:26](=[O:27])([O-:28])[O-:29].[CH3:22][C:23](=[O:24])[O-:25].[CH3:40][CH2:41][O:42][C:43](=[O:44])[CH3:45].[CH3:46][S:47]([CH3:48])=[O:49].[K+:21].[K+:30].[K+:31].[OH2:39]>>[C:1]([CH3:2])([CH3:3])([CH3:4])[O:5][C:6](=[O:7])[N:8]1[CH2:9][CH2:10][C:11]([c:14]2[cH:15][cH:16][c:17](-[c:33]3[n:34][cH:35][cH:36][cH:37][n:38]3)[cH:18][cH:19]2)=[CH:12][CH2:13]1.